Dataset: the Open Reaction Database (ORD), a public repository of structured organic reaction records. Task: describe an organic reaction: reactants, conditions, products, and yield The product is COc1ccc2c(c1)C(CCN1CCN(c3cccc4ccccc34)CC1)=CC2. Reactants: [Al+3], O=C([O-])C(O)C(O)C(=O)[O-], CCOCC, COc1ccc2c(c1)C(CC(=O)N1CCN(c3cccc4ccccc34)CC1)=CC2, [H-], [H-], [H-], [H-], [K+], [Li+], [Na+]. Reaction SMILES: [Al+3:2].[C:37]([CH:38]([CH:39]([C:40]([O-:41])=[O:42])[OH:43])[OH:44])([O-:45])=[O:46].[CH3:49][CH2:50][O:51][CH2:52][CH3:53].[CH3:7][O:8][c:9]1[cH:10][c:11]2[c:15]([cH:16][cH:17]1)[CH2:14][CH:13]=[C:12]2[CH2:18][C:19](=[O:20])[N:21]1[CH2:22][CH2:23][N:24]([c:27]2[cH:28][cH:29][cH:30][c:31]3[cH:32][cH:33][cH:34][cH:35][c:36]23)[CH2:25][CH2:26]1.[H-:1].[H-:4].[H-:5].[H-:6].[K+:47].[Li+:3].[Na+:48]>>[CH3:7][O:8][c:9]1[cH:10][c:11]2[c:15]([cH:16][cH:17]1)[CH2:14][CH:13]=[C:12]2[CH2:18][CH2:19][N:21]1[CH2:22][CH2:23][N:24]([c:27]2[cH:28][cH:29][cH:30][c:31]3[cH:32][cH:33][cH:34][cH:35][c:36]23)[CH2:25][CH2:26]1. The reactants are ClCCl, [Ir], CCOC(=O)C=C(C)c1ccccc1. Yields the product CCOC(=O)CC(C)c1ccccc1. As a reaction SMILES: [Cl:16][CH2:17][Cl:18].[Ir:15].[c:1]1([C:7](=[CH:8][C:9](=[O:10])[O:11][CH2:12][CH3:13])[CH3:14])[cH:2][cH:3][cH:4][cH:5][cH:6]1>>[c:1]1([CH:7]([CH2:8][C:9](=[O:10])[O:11][CH2:12][CH3:13])[CH3:14])[cH:2][cH:3][cH:4][cH:5][cH:6]1. Starting materials: CN1N=CC=C1[Sn](C)(C)C (1-methyl-5-trimethylstannanyl-1H-pyrazole), ClC1=C2C(=NC=C1)C=C(S2)I (7-chloro-2-iodo-thieno[3,2-b]pyridine). The reagents and catalysts are C=1C=CC(=CC1)[P](C=2C=CC=CC2)(C=3C=CC=CC3)[Pd]([P](C=4C=CC=CC4)(C=5C=CC=CC5)C=6C=CC=CC6)([P](C=7C=CC=CC7)(C=8C=CC=CC8)C=9C=CC=CC9)[P](C=1C=CC=CC1)(C=1C=CC=CC1)C=1C=CC=CC1 (tetrakis(triphenylphosphine)palladium(0)). The solvent is C1(=CC=CC=C1)C (toluene), CC=1C=CC=CC1C (o-xylene). Yields the product ClC1=C2C(=NC=C1)C=C(S2)C=2N(N=CC2)C (7-Chloro-2-(2-methyl-2H-pyrazol-3-yl)thieno[3,2-b]pyridine). Reaction SMILES: [CH3:1][N:2]1[C:6]([Sn](C)(C)C)=[CH:5][CH:4]=[N:3]1.[Cl:11][C:12]1[CH:17]=[CH:16][N:15]=[C:14]2[CH:18]=[C:19](I)[S:20][C:13]=12>CC1C=CC=CC=1C.C1(C)C=CC=CC=1.C1C=CC([P]([Pd]([P](C2C=CC=CC=2)(C2C=CC=CC=2)C2C=CC=CC=2)([P](C2C=CC=CC=2)(C2C=CC=CC=2)C2C=CC=CC=2)[P](C2C=CC=CC=2)(C2C=CC=CC=2)C2C=CC=CC=2)(C2C=CC=CC=2)C2C=CC=CC=2)=CC=1>[Cl:11][C:12]1[CH:17]=[CH:16][N:15]=[C:14]2[CH:18]=[C:19]([C:6]3[N:2]([CH3:1])[N:3]=[CH:4][CH:5]=3)[S:20][C:13]=12 |^1:40,42,61,80|. Reported procedure: A mixture of 1-methyl-5-trimethylstannanyl-1H-pyrazole 10a (2.1 g, 8.5 mmole), 7-chloro-2-iodo-thieno[3,2-b]pyridine (2.5 g, 8.5 mmole), tetrakis(triphenylphosphine)palladium(0) (0.5 g, 0.4 mmole, 5 mol %) in o-xylene (85 ml was degassed, purged with nitrogen and heated to 120°, which gave an orange solution. After 14 hours the black reaction mixture was diluted with toluene (100 ml) and extracted with 1.2 M HCl (3×60 ml). The combined aqueous layers were washed with toluene (100 ml). The organi... Product: C1(CC1)C(C)OC1=CC(=C(C=C1C)N)C (4-(1-cyclopropylethoxy)-2,5-dimethylphenylamine). Isolated yield 66.2%. The solvent is O (water). Procedure: A mixture of 0.97 g of 1-(1-cyclopropylethoxy)-2,5-dimethyl-4-nitrobenzene, 1.15 g of iron powder, 15 mL of acetic acid and 15 mL of water was stirred at 80° C. for 1 hour. The reaction mixture was cooled to around room temperature, and then concentrated under reduced pressure. The resulting residue was converted into basic with an aqueous 1 N sodium hydroxide solution, then ethyl acetate was added, and the mixture was filtered. The filtrate was extracted with ethyl acetate, and then the organic... Reactants: C1(CC1)C(C)OC1=C(C=C(C(=C1)C)[N+](=O)[O-])C (1-(1-cyclopropylethoxy)-2,5-dimethyl-4-nitrobenzene), C(C)(=O)O (acetic acid). Run at temperature 80 celsius, time 1 hour. Reagents/catalysts: [Fe] (iron). As a reaction SMILES: [CH:1]1([CH:4]([O:6][C:7]2[CH:12]=[C:11]([CH3:13])[C:10]([N+:14]([O-])=O)=[CH:9][C:8]=2[CH3:17])[CH3:5])[CH2:3][CH2:2]1.C(O)(=O)C>[Fe].O>[CH:1]1([CH:4]([O:6][C:7]2[C:8]([CH3:17])=[CH:9][C:10]([NH2:14])=[C:11]([CH3:13])[CH:12]=2)[CH3:5])[CH2:3][CH2:2]1. Starting materials: CN(C(=N)NC(=O)NC(C)(C)C)c1c(Cl)cccc1Cl, Cl. Product: CN(C(=N)NC(N)=O)c1c(Cl)cccc1Cl. RXN SMILES: [Cl:1][c:2]1[c:3]([N:9]([C:10](=[NH:11])[NH:12][C:13](=[O:14])[NH:15][C:16]([CH3:17])([CH3:18])[CH3:19])[CH3:20])[c:4]([Cl:8])[cH:5][cH:6][cH:7]1.[ClH:21]>>[Cl:1][c:2]1[c:3]([N:9]([C:10](=[NH:11])[NH:12][C:13](=[O:14])[NH2:15])[CH3:20])[c:4]([Cl:8])[cH:5][cH:6][cH:7]1. Reactants: N#Cc1cc(F)ccc1OCc1ccccc1, CO. As a reaction SMILES: [CH2:1]([c:2]1[cH:3][cH:4][cH:5][cH:6][cH:7]1)[O:8][c:9]1[c:10]([C:11]#[N:12])[cH:13][c:14]([F:17])[cH:15][cH:16]1.[CH3:18][OH:19]>>[OH:8][c:9]1[c:10]([C:11]#[N:12])[cH:13][c:14]([F:17])[cH:15][cH:16]1. The product is N#Cc1cc(F)ccc1O. Reactants: [Cl-].[NH4+] (ammonium chloride), FC1=C2C(=NC=C1)NC=C2 (4-fluoro-1H-pyrrolo[2,3-b]pyridine), C1CCOC1 (THF), C1(=CC=CC=C1)S(=O)(=O)Cl (benzenesulfonyl chloride). The solvent is C(C)(=O)OCC (Ethyl acetate). Conditions: temperature 23 celsius, time 30 minute. Product: C1(=CC=CC=C1)S(=O)(=O)N1C=CC=2C1=NC=CC2F (1-benzenesulfonyl-4-fluoro-1H-pyrrolo[2,3-b]pyridine). Isolated yield 82.4%. Reaction SMILES: [F:1][C:2]1[CH:7]=[CH:6][N:5]=[C:4]2[NH:8][CH:9]=[CH:10][C:3]=12.C1COCC1.[C:16]1([S:22](Cl)(=[O:24])=[O:23])[CH:21]=[CH:20][CH:19]=[CH:18][CH:17]=1.[Cl-].[NH4+]>C(OCC)(=O)C>[C:16]1([S:22]([N:8]2[C:4]3=[N:5][CH:6]=[CH:7][C:2]([F:1])=[C:3]3[CH:10]=[CH:9]2)(=[O:24])=[O:23])[CH:21]=[CH:20][CH:19]=[CH:18][CH:17]=1 |f:3.4|. Procedure details: To a solution of 4-fluoro-1H-pyrrolo[2,3-b]pyridine (408 mg, 3.0 mmol), in THF (5 mL) sodium hydride (60% in oil, 120 mg, 3.0 mmol) was added in small portions. After 30 min, benzenesulfonyl chloride (0.42 mL, 3.3 mmol) was added and stirred at 23° C. for 21 h. Ethyl acetate was added (25 mL), the mixture was cooled at 0° C., neutralized with a solution of saturated ammonium chloride and layers were separated. The aqueous layer was extracted twice with ethyl acetate (2×25 mL), the organic layers... Reactants: C(C)(=O)N1CC2C[C@H]3N(C[C@H](C=C3C=3C(=CC=C1C32)Br)NC(N(CC)CC)=O)C (3-(1-acetyl-12-bromo-9,10-didehydro-2,3-dihydro-6-methyl-8α-ergolinyl)-1,1-diethylurea), Cl (hydrochloric acid). Product: BrC1=CC=C2NC[C@H]3C[C@H]4N(C[C@H](C=C4C1=C32)NC(N(CC)CC)=O)C (3-(12-Bromo-9,10-didehydro-2,3β-dihydro-6-methyl-8α-ergolinyl)-1,1-diethylurea). As a reaction SMILES: C([N:4]1[C:18]2[C:19]3[CH:6]([CH2:7][C@@H:8]4[C:13]([C:14]=3[C:15]([Br:20])=[CH:16][CH:17]=2)=[CH:12][C@H:11]([NH:21][C:22](=[O:28])[N:23]([CH2:26][CH3:27])[CH2:24][CH3:25])[CH2:10][N:9]4[CH3:29])[CH2:5]1)(=O)C.Cl>>[Br:20][C:15]1[C:14]2=[C:19]3[C:18]([NH:4][CH2:5][C@H:6]3[CH2:7][C@@H:8]3[C:13]2=[CH:12][C@H:11]([NH:21][C:22](=[O:28])[N:23]([CH2:26][CH3:27])[CH2:24][CH3:25])[CH2:10][N:9]3[CH3:29])=[CH:17][CH:16]=1. Procedure: This compound is obtained--analogously to Example 7--from 3-(1-acetyl-12-bromo-9,10-didehydro-2,3-dihydro-6-methyl-8α-ergolinyl)-1,1-diethylurea by heating with 1N hydrochloric acid. Starting materials: CC(C)(C)OC(=O)N1CCN(c2nc(NC3CCN(Cc4ccccc4)C3)nc3ccccc23)CC1, CO. The product is CC(C)(C)OC(=O)N1CCN(c2nc(NC3CCNC3)nc3ccccc23)CC1. As a reaction SMILES: [CH2:1]([c:2]1[cH:3][cH:4][cH:5][cH:6][cH:7]1)[N:8]1[CH2:9][CH:10]([NH:13][c:14]2[n:15][c:16]3[cH:17][cH:18][cH:19][cH:20][c:21]3[c:22]([N:24]3[CH2:25][CH2:26][N:27]([C:30](=[O:31])[O:32][C:33]([CH3:34])([CH3:35])[CH3:36])[CH2:28][CH2:29]3)[n:23]2)[CH2:11][CH2:12]1.[CH3:37][OH:38]>>[NH:8]1[CH2:9][CH:10]([NH:13][c:14]2[n:15][c:16]3[cH:17][cH:18][cH:19][cH:20][c:21]3[c:22]([N:24]3[CH2:25][CH2:26][N:27]([C:30](=[O:31])[O:32][C:33]([CH3:34])([CH3:35])[CH3:36])[CH2:28][CH2:29]3)[n:23]2)[CH2:11][CH2:12]1. Reactants: CC(C)(C)OC(=O)N1CC(=O)N(c2c(F)cccc2F)CC1(C)C, ClCCl, O=C(O)C(F)(F)F. Product: CC1(C)CN(c2c(F)cccc2F)C(=O)CN1. Reaction SMILES: [C:8]([O:9][C:10](=[O:11])[N:15]1[C:16]([CH3:30])([CH3:31])[CH2:17][N:18]([c:22]2[c:23]([F:29])[cH:24][cH:25][cH:26][c:27]2[F:28])[C:19](=[O:21])[CH2:20]1)([CH3:12])([CH3:13])[CH3:14].[CH2:32]([Cl:33])[Cl:34].[OH:1][C:2]([C:3]([F:4])([F:5])[F:6])=[O:7]>>[NH:15]1[C:16]([CH3:30])([CH3:31])[CH2:17][N:18]([c:22]2[c:23]([F:29])[cH:24][cH:25][cH:26][c:27]2[F:28])[C:19](=[O:21])[CH2:20]1.